From a dataset of the Open Reaction Database (ORD), a public repository of structured organic reaction records. describe an organic reaction: reactants, conditions, products, and yield Reactants: ClCCl, COc1ccnc2c1CCCC2N, O=CCCCN1C(=O)c2ccccc2C1=O. The product is COc1ccnc2c1CCCC2NCCCCN1C(=O)c2ccccc2C1=O. As a reaction SMILES: [Cl:30][CH2:31][Cl:32].[NH2:1][CH:2]1[CH2:3][CH2:4][CH2:5][c:6]2[c:7]([O:12][CH3:13])[cH:8][cH:9][n:10][c:11]21.[O:14]=[C:15]1[N:16]([CH2:25][CH2:26][CH2:27][CH:28]=[O:29])[C:17](=[O:24])[c:18]2[cH:19][cH:20][cH:21][cH:22][c:23]21>>[NH:1]([CH:2]1[CH2:3][CH2:4][CH2:5][c:6]2[c:7]([O:12][CH3:13])[cH:8][cH:9][n:10][c:11]21)[CH2:28][CH2:27][CH2:26][CH2:25][N:16]1[C:15](=[O:14])[c:23]2[c:18]([cH:19][cH:20][cH:21][cH:22]2)[C:17]1=[O:24]. Product: C(C)(C)(C)C=1C=C(C(=C(C1)NC(C1=CC(=C(C=C1)C)O)=O)OC)NS(=O)(=O)C (N-(5-tert-butyl-3-methanesulphonylamino-2-methoxy-phenyl)-3-hydroxy-4-methyl-benzamide). The solvent is CO (methanol), O1CCCC1 (tetrahydrofuran). The reactants are C(C1=CC=CC=C1)OC=1C=C(C(=O)NC2=C(C(=CC(=C2)C(C)(C)C)NS(=O)(=O)C)OC)C=CC1C (3-benzyloxy-N-(5-tert-butyl-3-methanesulphonylamino-2-methoxy-phenyl)-4-methyl-benzamide), [H][H] (hydrogen). Procedure: 7.10 g 3-benzyloxy-N-(5-tert-butyl-3-methanesulphonylamino-2-methoxy-phenyl)-4-methyl-benzamide are hydrogenated in a mixture of 70 ml of methanol and 40 ml of tetrahydrofuran in the presence of 800 mg palladium on activated charcoal (10% Pd) at ambient temperature and 50 psi partial hydrogen pressure. Then the catalyst is suction filtered and the filtrate is evaporated down using the rotary evaporator. A white solid remains, which is reacted further without any further purification. The reagents and catalysts are [Pd] (palladium on activated charcoal). As a reaction SMILES: C([O:8][C:9]1[CH:10]=[C:11]([CH:32]=[CH:33][C:34]=1[CH3:35])[C:12]([NH:14][C:15]1[CH:20]=[C:19]([C:21]([CH3:24])([CH3:23])[CH3:22])[CH:18]=[C:17]([NH:25][S:26]([CH3:29])(=[O:28])=[O:27])[C:16]=1[O:30][CH3:31])=[O:13])C1C=CC=CC=1.[H][H]>CO.O1CCCC1.[Pd]>[C:21]([C:19]1[CH:18]=[C:17]([NH:25][S:26]([CH3:29])(=[O:28])=[O:27])[C:16]([O:30][CH3:31])=[C:15]([NH:14][C:12](=[O:13])[C:11]2[CH:32]=[CH:33][C:34]([CH3:35])=[C:9]([OH:8])[CH:10]=2)[CH:20]=1)([CH3:24])([CH3:22])[CH3:23]. Reactants: NCCc1ccccc1, Cc1ccccc1, O=Cc1ccccc1OCCCN1CCCCC1. Product: C(=NCCc1ccccc1)c1ccccc1OCCCN1CCCCC1. RXN SMILES: [CH2:19]([CH2:20][c:21]1[cH:22][cH:23][cH:24][cH:25][cH:26]1)[NH2:27].[CH3:28][c:29]1[cH:30][cH:31][cH:32][cH:33][cH:34]1.[N:1]1([CH2:7][CH2:8][CH2:9][O:10][c:11]2[c:12]([CH:13]=[O:14])[cH:15][cH:16][cH:17][cH:18]2)[CH2:2][CH2:3][CH2:4][CH2:5][CH2:6]1>>[N:1]1([CH2:7][CH2:8][CH2:9][O:10][c:11]2[c:12]([CH:13]=[N:27][CH2:19][CH2:20][c:21]3[cH:22][cH:23][cH:24][cH:25][cH:26]3)[cH:15][cH:16][cH:17][cH:18]2)[CH2:2][CH2:3][CH2:4][CH2:5][CH2:6]1.